Dataset: the Open Reaction Database (ORD), a public repository of structured organic reaction records. Task: describe an organic reaction: reactants, conditions, products, and yield Reactants: N1=C(Cl)N=C(Cl)N=C1Cl (cyanuric chloride), C1(=CC(=CC=C1)C)C (m-xylene), [Cl-].[Al+3].[Cl-].[Cl-] (aluminum chloride), Cl (HCl). Run in ClC1=CC=CC=C1 (chlorobenzene). Product: ClC1=NC(=NC(=N1)C1=C(C=C(C=C1)C)C)C1=C(C=C(C=C1)C)C (2-Chloro-4,6-bis(2,4-dimethylphenyl)-1,3,5-triazine). RXN SMILES: [N:1]1[C:8](Cl)=[N:7][C:5](Cl)=[N:4][C:2]=1[Cl:3].[C:10]1([CH3:17])[CH:15]=[CH:14][CH:13]=[C:12]([CH3:16])[CH:11]=1.[Cl-].[Al+3].[Cl-].[Cl-].Cl>ClC1C=CC=CC=1>[Cl:3][C:2]1[N:4]=[C:5]([C:15]2[CH:14]=[CH:13][C:12]([CH3:16])=[CH:11][C:10]=2[CH3:17])[N:7]=[C:8]([C:15]2[CH:14]=[CH:13][C:12]([CH3:16])=[CH:11][C:10]=2[CH3:17])[N:1]=1 |f:2.3.4.5|. Procedure details: 2-Chloro-4,6-bis(2,4-dimethylphenyl)-1,3,5-triazine was prepared by allowing to react 1 eq of cyanuric chloride with 1.9 eq of m-xylene in the presence of 3 eq of aluminum chloride and concentrated HCl in chlorobenzene as discussed above.